This data is from the Open Reaction Database (ORD), a public repository of structured organic reaction records. The task is: describe an organic reaction: reactants, conditions, products, and yield Starting materials: O[C@@H]1CC[C@H](CC1)NC=1N=C(C(=NC1)C(=O)N)NC1=CC(=CC=C1)S(=O)(=O)C (5-[(trans-4-hydroxycyclohexyl)amino]-3-{[3-(methylsulfonyl)phenyl]amino}pyrazine-2-carboxamide), C(Cl)(Cl)Cl (chloroform), ClN1C(CCC1=O)=O (N-chlorosuccinimide). Solvent: C(C)#N (acetonitrile). Run at temperature 70 celsius, time 8 hour. The product is ClC1=C(N=C(C(=N1)C(=O)N)NC1=CC(=CC=C1)S(=O)(=O)C)N[C@@H]1CC[C@H](CC1)O (6-chloro-5-[(trans-4-hydroxycyclohexyl)amino]-3-{[3-(methylsulfonyl)phenyl]amino}pyrazine-2-carboxamide). Reaction SMILES: [OH:1][C@H:2]1[CH2:7][CH2:6][C@H:5]([NH:8][C:9]2[N:10]=[C:11]([NH:18][C:19]3[CH:24]=[CH:23][CH:22]=[C:21]([S:25]([CH3:28])(=[O:27])=[O:26])[CH:20]=3)[C:12]([C:15]([NH2:17])=[O:16])=[N:13][CH:14]=2)[CH2:4][CH2:3]1.C(Cl)(Cl)[Cl:30].ClN1C(=O)CCC1=O>C(#N)C>[Cl:30][C:14]1[N:13]=[C:12]([C:15]([NH2:17])=[O:16])[C:11]([NH:18][C:19]2[CH:24]=[CH:23][CH:22]=[C:21]([S:25]([CH3:28])(=[O:26])=[O:27])[CH:20]=2)=[N:10][C:9]=1[NH:8][C@H:5]1[CH2:4][CH2:3][C@H:2]([OH:1])[CH2:7][CH2:6]1. Procedure details: To a mixture of 5-[(trans-4-hydroxycyclohexyl)amino]-3-{[3-(methylsulfonyl)phenyl]amino}pyrazine-2-carboxamide (Example 111) (298 mg), chloroform (40 mL) and acetonitrile (10 mL), N-chlorosuccinimide (108 mg) was added and stirred at 70° C. for 8 hours. After the reaction liquid was cooled, silica gel was added, and the solvent was distilled off, followed by purification by silica gel column chromatography (eluent; chloroform:methanol=10:0 to 10:1). The resulting crude product was solidified fro... Starting materials: BrCCCCCCCCCCOC(CCC=C)CCC=C (5-(10-bromodecyloxy)-1,8-nonadiene), OC1=CC=C(C(=O)OC)C=C1 (methyl 4-hydroxybenzoate), C([O-])([O-])=O.[K+].[K+] (potassium carbonate). Run in CC(CC)=O (2-butanone). Run at time 10 hour. The product is C=CCCC(CCC=C)OCCCCCCCCCCOC1=CC=C(C(=O)OC)C=C1 (methyl 4-{10-(1,8-nonadien-5-yloxy)decyloxy}benzoate). The yield is 64.0%. Reaction SMILES: Br[CH2:2][CH2:3][CH2:4][CH2:5][CH2:6][CH2:7][CH2:8][CH2:9][CH2:10][CH2:11][O:12][CH:13]([CH2:18][CH2:19][CH:20]=[CH2:21])[CH2:14][CH2:15][CH:16]=[CH2:17].[OH:22][C:23]1[CH:32]=[CH:31][C:26]([C:27]([O:29][CH3:30])=[O:28])=[CH:25][CH:24]=1.C(=O)([O-])[O-].[K+].[K+]>CC(=O)CC>[CH2:17]=[CH:16][CH2:15][CH2:14][CH:13]([O:12][CH2:11][CH2:10][CH2:9][CH2:8][CH2:7][CH2:6][CH2:5][CH2:4][CH2:3][CH2:2][O:22][C:23]1[CH:24]=[CH:25][C:26]([C:27]([O:29][CH3:30])=[O:28])=[CH:31][CH:32]=1)[CH2:18][CH2:19][CH:20]=[CH2:21] |f:2.3.4|. Procedure details: 3 g of the compound (7), 1.5 g of methyl 4-hydroxybenzoate and 4.1 g of potassium carbonate were dissolved in 50 ml of 2-butanone, and reflux was carried out for 10 hours in an atmosphere of argon. After the precipitated solid matter was filtered off, the solvent was evaporated, and the residue was purified by a chromatography using a column filled with alumina and silica gel, to obtain 2.3 g of the compound (8). (Yield: 64%) The reactants are C(#C)C=1C=C(C(=NC1)OCC(C)C)C=1NC(C=2C(N1)=C(N(N2)C)CCC)=O (5-(5-Ethynyl-2-isobutoxy-3-pyridinyl)-2-methyl-3-propyl-2,6-dihydro-7H-pyrazolo[4,3-d]pyrimidin-7-one), C[Si](C)(C)N=[N+]=[N-] (trimethylsilylazide). The product is C(C(C)C)OC1=NC=C(C=C1C=1NC(C=2C(N1)=C(N(N2)C)CCC)=O)C2=CN=NN2 (5-[2-Isobutoxy-5-(1H-1,2,3-triazol-5-yl)-3-pyridinyl]-2-methyl-3-propyl-2,6-dihydro-7H-pyrazolo[4,3-d]pyrimidin-7-one). The yield is 49.4%. RXN SMILES: [C:1]([C:3]1[CH:4]=[C:5]([C:14]2[NH:15][C:16](=[O:27])[C:17]3[C:18](=[C:20]([CH2:24][CH2:25][CH3:26])[N:21]([CH3:23])[N:22]=3)[N:19]=2)[C:6]([O:9][CH2:10][CH:11]([CH3:13])[CH3:12])=[N:7][CH:8]=1)#[CH:2].C[Si]([N:32]=[N+:33]=[N-:34])(C)C>>[CH2:10]([O:9][C:6]1[C:5]([C:14]2[NH:15][C:16](=[O:27])[C:17]3[C:18](=[C:20]([CH2:24][CH2:25][CH3:26])[N:21]([CH3:23])[N:22]=3)[N:19]=2)=[CH:4][C:3]([C:1]2[NH:34][N:33]=[N:32][CH:2]=2)=[CH:8][N:7]=1)[CH:11]([CH3:13])[CH3:12]. Reported procedure: 5-(5-Ethynyl-2-isobutoxy-3-pyridinyl)-2-methyl-3-propyl-2,6-dihydro-7H-pyrazolo[4,3-a]pyrimidin-7-one (Example 27) (200 mg, 0.54 mmol) and trimethylsilylazide (630 mg, 5.4 mmol) were stirred at 170° C. in a sealed pressure vessel for 14 h. The reaction mixture was cooled and partitioned between ethyl acetate and saturated sodium bicarbonate solution. The brown precipitate was filtered off and the 2 phases separated. The organic phase was washed with more sodium bicarbonate solution and brine, dr... The reactants are COC(=O)C=1OC(=C(C1)COC1=CC=C(C=C1)I)C (4-(4-Iodo-phenoxymethyl)-5-methyl-furan-2-carboxylic acid methyl ester), FC(C1=C(C=CC=C1)B(O)O)(F)F ((2-trifluoromethyl-phenyl)-boronic acid). Yields the product CC1=C(C=C(O1)C(=O)O)COC1=CC=C(C=C1)C1=C(C=CC=C1)C(F)(F)F (5-Methyl-4-(2′-trifluoromethyl-biphenyl-4-yloxymethyl)-furan-2-carboxylic acid). Reaction SMILES: C[O:2][C:3]([C:5]1[O:6][C:7]([CH3:19])=[C:8]([CH2:10][O:11][C:12]2[CH:17]=[CH:16][C:15](I)=[CH:14][CH:13]=2)[CH:9]=1)=[O:4].[F:20][C:21]([F:32])([F:31])[C:22]1[CH:27]=[CH:26][CH:25]=[CH:24][C:23]=1B(O)O>>[CH3:19][C:7]1[O:6][C:5]([C:3]([OH:2])=[O:4])=[CH:9][C:8]=1[CH2:10][O:11][C:12]1[CH:17]=[CH:16][C:15]([C:23]2[CH:24]=[CH:25][CH:26]=[CH:27][C:22]=2[C:21]([F:32])([F:31])[F:20])=[CH:14][CH:13]=1. Reported procedure: Compound (102) was prepared from compound (20) and (2-trifluoromethyl-phenyl)-boronic acid by adapting the procedure of Example 5(b). LC/MS System B; Rt=1.93 mins, m/z (ES−)=375 (M−H for C20H15F3O4). Starting materials: [N+](=O)([O-])C=1C=CC(=C(C1)NC(C)=O)N1CCCC1 (N-(5-nitro-2-pyrrolidin-1-ylphenyl)acetamide), [OH-].[Na+] (sodium hydroxide), Cl (hydrochloric acid), ice water. Yields the product [N+](=O)([O-])C=1C=CC(=C(N)C1)N1CCCC1 (5-Nitro-2-pyrrolidin-1-ylaniline). Solvent: C(C)(=O)OCC (ethyl acetate). Procedure: 0.58 g (2.3 mmol) of N-(5-nitro-2-pyrrolidin-1-ylphenyl)acetamide was admixed with 12 ml of conc. hydrochloric acid and heated to reflux for 1.5 hours. The solution was added to 100 ml of ice/water, neutralized with 2 N sodium hydroxide solution and admixed three times with ethyl acetate. After the mixture had been dried, the solvent was distilled off under reduced pressure to obtain the product quantitatively as a red solid which was used for the reactions a-d described in Example 1 without fur... Reaction SMILES: [N+:1]([C:4]1[CH:5]=[CH:6][C:7]([N:14]2[CH2:18][CH2:17][CH2:16][CH2:15]2)=[C:8]([NH:10]C(=O)C)[CH:9]=1)([O-:3])=[O:2].Cl.[OH-].[Na+]>C(OCC)(=O)C>[N+:1]([C:4]1[CH:5]=[CH:6][C:7]([N:14]2[CH2:18][CH2:17][CH2:16][CH2:15]2)=[C:8]([CH:9]=1)[NH2:10])([O-:3])=[O:2] |f:2.3|.